This data is from the Open Reaction Database (ORD), a public repository of structured organic reaction records. The task is: describe an organic reaction: reactants, conditions, products, and yield The reactants are C1CCC2=NCCCN2CC1, CSc1nc(Cl)cc(Cl)n1, Cl, CN(C)C=O, NNC(=O)c1ccco1. The product is CSc1nc(Cl)cc(NNC(=O)c2ccco2)n1. Reaction SMILES: [CH2:10]1[CH2:11][CH2:12][C:13]2=[N:18][CH2:17][CH2:16][CH2:15][N:14]2[CH2:19][CH2:20]1.[Cl:21][c:22]1[n:23][c:24]([S:29][CH3:30])[n:25][c:26]([Cl:28])[cH:27]1.[ClH:31].[O:32]=[CH:33][N:34]([CH3:35])[CH3:36].[o:1]1[c:2]([C:6](=[O:7])[NH:8][NH2:9])[cH:3][cH:4][cH:5]1>>[o:1]1[c:2]([C:6](=[O:7])[NH:8][NH:9][c:26]2[n:25][c:24]([S:29][CH3:30])[n:23][c:22]([Cl:21])[cH:27]2)[cH:3][cH:4][cH:5]1. Reactants: C(C)(C)(C)OC=1C=C(CC2NC(OC2C2=CC=C(C=C2)F)=O)C=CC1 ((4RS,5SR)-4-[3-(tert-butyloxy)benzyl]-5-(4-fluorophenyl)-1,3-oxazolidin-2-one), [OH-].[Na+] (sodium hydroxide). Run in C(C)O (ethanol). Yields the product NC(C(O)C1=CC=C(C=C1)F)CC1=CC(=CC=C1)OC(C)(C)C ((1RS,2SR)-2-amino-3-[3-(tert-butyloxy)phenyl]-1-(4-fluorophenyl)-1-propanol). As a reaction SMILES: [C:1]([O:5][C:6]1[CH:7]=[C:8]([CH:23]=[CH:24][CH:25]=1)[CH2:9][CH:10]1[CH:14]([C:15]2[CH:20]=[CH:19][C:18]([F:21])=[CH:17][CH:16]=2)[O:13]C(=O)[NH:11]1)([CH3:4])([CH3:3])[CH3:2].[OH-].[Na+]>C(O)C>[NH2:11][CH:10]([CH2:9][C:8]1[CH:23]=[CH:24][CH:25]=[C:6]([O:5][C:1]([CH3:4])([CH3:3])[CH3:2])[CH:7]=1)[CH:14]([C:15]1[CH:16]=[CH:17][C:18]([F:21])=[CH:19][CH:20]=1)[OH:13] |f:1.2|. Procedure details: To a solution of (4RS,5SR)-4-[3-(tert-butyloxy)benzyl]-5-(4-fluorophenyl)-1,3-oxazolidin-2-one (6.6 g, 19.2 mmol) in ethanol (30 ml) was added 8N aqueous sodium hydroxide solution (9.6 ml, 76.9 mmol), and the mixture was heated under reflux for 4 hrs. The reaction solution was concentrated under reduced pressure. Water (150 ml) was added, and the mixture was extracted with ethyl acetate (200 ml). The extract was washed with water, dried over anhydrous magnesium sulfate and evaporated under reduc... Starting materials: ClC1=C(C(=O)N)C=C(C=C1)[N+](=O)[O-] (2-chloro-5-nitrobenzamide), CN(C=O)C (dimethylformamide), N1=CC=CC=C1 (pyridine), C1(=CC=CC=C1)S(=O)(=O)Cl (benzenesulfonyl chloride). The solvent is O (water). The product is ClC1=C(C#N)C=C(C=C1)[N+](=O)[O-] (2-chloro-5-nitrobenzonitrile). Yield: 89.3%. Reaction SMILES: [Cl:1][C:2]1[CH:10]=[CH:9][C:8]([N+:11]([O-:13])=[O:12])=[CH:7][C:3]=1[C:4]([NH2:6])=O.CN(C)C=O.N1C=CC=CC=1.C1(S(Cl)(=O)=O)C=CC=CC=1>O>[Cl:1][C:2]1[CH:10]=[CH:9][C:8]([N+:11]([O-:13])=[O:12])=[CH:7][C:3]=1[C:4]#[N:6]. Procedure details: Further, 2-chloro-5-nitrobenzamide (100 g) was added to dimethylformamide (240 ml) and pyridine (100 ml). To the mixture was dropwise added benzenesulfonyl chloride at room temperature with stirring, and the mixture was stirred at 145° C. for 3 h. The reaction mixture was ice-cooled, and water (240 ml) was added thereto. The precipitated crystals were recrystallized from hydrous ethanol to give 2-chloro-5-nitrobenzonitrile (81.3 g), melting point: 108–110° C. Reactants: COC1C(OCc2ccccc2)=c2c(ccc(Cl)c2=C=O)N1CCN(C)C, CCOC(C)=O, [Pd]. The product is COC1C(O)=c2c(ccc(Cl)c2=C=O)N1CCN(C)C. Reaction SMILES: [CH3:1][N:2]([CH2:3][CH2:4][N:5]1[CH:6]([O:25][CH3:26])[C:7]([O:17][CH2:18][c:19]2[cH:20][cH:21][cH:22][cH:23][cH:24]2)=[c:8]2[c:9](=[C:15]=[O:16])[c:10]([Cl:14])[cH:11][cH:12][c:13]21)[CH3:27].[CH3:29][CH2:30][O:31][C:32](=[O:33])[CH3:34].[Pd:28]>>[CH3:1][N:2]([CH2:3][CH2:4][N:5]1[CH:6]([O:25][CH3:26])[C:7]([OH:17])=[c:8]2[c:9](=[C:15]=[O:16])[c:10]([Cl:14])[cH:11][cH:12][c:13]21)[CH3:27]. Starting materials: C(C)(=O)OC(C)=O (acetic anhydride), ClC1=CC(=C(C=C1O)N1C(N(C(=C1C#N)C#N)C)=O)F (1-(4-chloro-2-fluoro-5-hydroxyphenyl)-4,5-dicyano-3-methyl-1,3-dihydro-2H-imidazol-2-one), ClC1=CC(=C(C=C1O)N1C(N(C(=C1C#N)C#N)C)=O)F (1-(4-chloro-2-fluoro-5-hydroxyphenyl)-4,5-dicyano-3-methyl-1,3-dihydro-2H-imidazol-2-one), ClC1=CC(=C(C=C1O)N1C(N(C(=C1C#N)C#N)C)=O)F (1-(4-chloro-2-fluoro-5-hydroxyphenyl)-4,5-dicyano-3-methyl-1,3-dihydro-2H-imidazol-2-one), N1=CC=CC=C1 (pyridine), ice HCl. Reaction conditions: time 10 minute. Yields the product ClC1=CC(=C(C=C1OCC#C)N1C(N(C(=C1C#N)C#N)CCC)=O)F (1-(4-chloro-2-fluoro-5-propargyloxyphenyl)-4,5-dicyano-3-propyl-1,3-dihydro-2H-imidazol-2-one). RXN SMILES: [Cl:1][C:2]1[C:7]([OH:8])=[CH:6][C:5]([N:9]2[C:13]([C:14]#[N:15])=[C:12]([C:16]#[N:17])[N:11]([CH3:18])[C:10]2=[O:19])=[C:4]([F:20])[CH:3]=1.C(O[C:25](=O)[CH3:26])(=O)C.N1C=C[CH:31]=[CH:30][CH:29]=1>>[Cl:1][C:2]1[C:7]([O:8][CH2:31][C:30]#[CH:29])=[CH:6][C:5]([N:9]2[C:13]([C:14]#[N:15])=[C:12]([C:16]#[N:17])[N:11]([CH2:18][CH2:25][CH3:26])[C:10]2=[O:19])=[C:4]([F:20])[CH:3]=1. Procedure details: The product of Example 32, 1-(4-chloro-2-fluoro-5-hydroxyphenyl)-4,5-dicyano-3-methyl-1,3-dihydro-2H-imidazol-2-one, (VIII) (200 mg, 0.68 mmol) was stirred in 10 mL pyridine at room temperature. To this mixture was added acetic anhydride (100 mg, 0.98 mmol). After stirring for 10 minutes the mixture was poured over a mixture of ice/HCl and filtered. Recrystallization from ethyl acetate/heptane gave 60 mg of 1-(4-chloro-2-fluoro-5-acetoxyphenyl)-4,5-dicyano-3-methyl-1,3-dihydro-2H-imidazol-2-one ...